From a dataset of the Open Reaction Database (ORD), a public repository of structured organic reaction records. describe an organic reaction: reactants, conditions, products, and yield RXN SMILES: [C:1]([O:5][C:6](=[O:20])[NH:7][C:8]1[CH:13]=[C:12]([CH3:14])[C:11]([C:15]([F:18])([F:17])[F:16])=[CH:10][C:9]=1[NH2:19])([CH3:4])([CH3:3])[CH3:2].C([O:25][C:26](=O)[CH2:27][C:28]([C:30]1[CH:35]=[CH:34][CH:33]=[C:32]([C:36]2[C:37]([CH2:42][CH3:43])=[N:38][CH:39]=[CH:40][CH:41]=2)[CH:31]=1)=[O:29])(C)(C)C>>[C:1]([O:5][C:6](=[O:20])[NH:7][C:8]1[CH:13]=[C:12]([CH3:14])[C:11]([C:15]([F:18])([F:17])[F:16])=[CH:10][C:9]=1[NH:19][C:26](=[O:25])[CH2:27][C:28]([C:30]1[CH:35]=[CH:34][CH:33]=[C:32]([C:36]2[C:37]([CH2:42][CH3:43])=[N:38][CH:39]=[CH:40][CH:41]=2)[CH:31]=1)=[O:29])([CH3:4])([CH3:2])[CH3:3]. Reported procedure: The title compound was prepared from (2-amino-5-methyl-4-trifluoromethyl-phenyl)-carbamic acid tert-butyl ester (Example J20) (218 mg, 0.75 mmol) and 3-[3-(2-ethyl-pyridin-3-yl)-phenyl]-3-oxo-propionic acid tert-butyl ester (Example K31) (244 mg, 0.75 mmol) according to the general procedure M. Obtained as an amorphous off-white substance (346 mg, 85%). Yields the product C(C)(C)(C)OC(NC1=C(C=C(C(=C1)C)C(F)(F)F)NC(CC(=O)C1=CC(=CC=C1)C=1C(=NC=CC1)CC)=O)=O ((2-{3-[3-(2-Ethyl-pyridin-3-yl)-phenyl]-3-oxo-propionylamino}-5-methyl-4-trifluoromethyl-phenyl)-carbamic acid tert-butyl ester). Starting materials: C(C)(C)(C)OC(NC1=C(C=C(C(=C1)C)C(F)(F)F)N)=O ((2-amino-5-methyl-4-trifluoromethyl-phenyl)-carbamic acid tert-butyl ester), C(C)(C)(C)OC(CC(=O)C1=CC(=CC=C1)C=1C(=NC=CC1)CC)=O (3-[3-(2-ethyl-pyridin-3-yl)-phenyl]-3-oxo-propionic acid tert-butyl ester). Reactants: CC(C)(C)OC(=O)N(C(=O)OC(C)(C)C)c1ncc(Br)nc1C#C[Si](C)(C)C, C1CNCCN1, CCOC(C)=O, CN(C)C=O, O. The product is CC(C)(C)OC(=O)N(C(=O)OC(C)(C)C)c1ncc(N2CCNCC2)nc1C#C[Si](C)(C)C. Reaction SMILES: [C:1]([CH3:2])([CH3:3])([CH3:4])[O:5][C:6](=[O:7])[N:8]([C:9]([O:10][C:11]([CH3:12])([CH3:13])[CH3:14])=[O:15])[c:16]1[n:17][cH:18][c:19]([Br:28])[n:20][c:21]1[C:22]#[C:23][Si:24]([CH3:25])([CH3:26])[CH3:27].[CH2:29]1[CH2:30][NH:31][CH2:32][CH2:33][NH:34]1.[CH3:40][CH2:41][O:42][C:43]([CH3:44])=[O:45].[O:35]=[CH:36][N:37]([CH3:38])[CH3:39].[OH2:46]>>[C:1]([CH3:2])([CH3:3])([CH3:4])[O:5][C:6](=[O:7])[N:8]([C:9]([O:10][C:11]([CH3:12])([CH3:13])[CH3:14])=[O:15])[c:16]1[n:17][cH:18][c:19]([N:31]2[CH2:30][CH2:29][NH:34][CH2:33][CH2:32]2)[n:20][c:21]1[C:22]#[C:23][Si:24]([CH3:25])([CH3:26])[CH3:27]. Reactants: O1CCOCC1 (1,4-dioxane), ClC1=NC=C(C=C1B(O)O)OC (2-chloro-5-methoxypyridin-3-ylboronic acid), ClC1=NC(=NC(=N1)C)N (4-chloro-6-methyl-1,3,5-triazin-2-amine), C(=O)([O-])[O-].[Na+].[Na+] (Na2CO3). The reagents and catalysts are C=1C=CC(=CC1)[P](C=2C=CC=CC2)(C=3C=CC=CC3)[Pd]([P](C=4C=CC=CC4)(C=5C=CC=CC5)C=6C=CC=CC6)([P](C=7C=CC=CC7)(C=8C=CC=CC8)C=9C=CC=CC9)[P](C=1C=CC=CC1)(C=1C=CC=CC1)C=1C=CC=CC1 (Pd(PPh3)4). Run in O (water). Reaction conditions: temperature 90 celsius. The product is ClC1=NC=C(C=C1C1=NC(=NC(=N1)C)N)OC (4-(2-chloro-5-methoxypyridin-3-yl)-6-methyl-1,3,5-triazin-2-amine). Isolated yield 51.4%. RXN SMILES: O1CCOCC1.[Cl:7][C:8]1[C:13](B(O)O)=[CH:12][C:11]([O:17][CH3:18])=[CH:10][N:9]=1.Cl[C:20]1[N:25]=[C:24]([CH3:26])[N:23]=[C:22]([NH2:27])[N:21]=1.C([O-])([O-])=O.[Na+].[Na+]>C1C=CC([P]([Pd]([P](C2C=CC=CC=2)(C2C=CC=CC=2)C2C=CC=CC=2)([P](C2C=CC=CC=2)(C2C=CC=CC=2)C2C=CC=CC=2)[P](C2C=CC=CC=2)(C2C=CC=CC=2)C2C=CC=CC=2)(C2C=CC=CC=2)C2C=CC=CC=2)=CC=1.O>[Cl:7][C:8]1[C:13]([C:20]2[N:25]=[C:24]([CH3:26])[N:23]=[C:22]([NH2:27])[N:21]=2)=[CH:12][C:11]([O:17][CH3:18])=[CH:10][N:9]=1 |f:3.4.5,^1:37,39,58,77|. Procedure: 1,4-dioxane (10.00 mL) and water (2.5 mL) were added to a stirred mixture of 2-chloro-5-methoxypyridin-3-ylboronic acid (1.03 g, 5.48 mmol), 4-chloro-6-methyl-1,3,5-triazin-2-amine (0.72 g, 4.98 mmol), Na2CO3 (1.32 g, 12.5 mmol), and Pd(PPh3)4 (0.576 g, 0.1 eq) and the mixture was sealed and heated at 90° C. overnight. After cooling, the mixture was concentrated. Flash column chromatographic purification (short column, SiO2, pure DCM to 5% MeOH in DCM) provided 4-(2-chloro-5-methoxypyridin-3-yl)... Starting materials: C(C)(C)(C)OC(=O)N1CCC(CC1)NC1=NC(=NC=C1F)Cl (4-(2-chloro-5-fluoro-pyrimidin-4-ylamino)-piperidine-1-carboxylic acid tert-butyl ester). Run in Cl (HCl), O1CCOCC1 (dioxane). Product: Cl.Cl.ClC1=NC=C(C(=N1)NC1CCNCC1)F ((2-Chloro-5-fluoro-pyrimidin-4-yl)-piperidin-4-yl-amine dihydrochloride). RXN SMILES: C(OC([N:8]1[CH2:13][CH2:12][CH:11]([NH:14][C:15]2[C:20]([F:21])=[CH:19][N:18]=[C:17]([Cl:22])[N:16]=2)[CH2:10][CH2:9]1)=O)(C)(C)C>Cl.O1CCOCC1>[ClH:22].[ClH:22].[Cl:22][C:17]1[N:16]=[C:15]([NH:14][CH:11]2[CH2:10][CH2:9][NH:8][CH2:13][CH2:12]2)[C:20]([F:21])=[CH:19][N:18]=1 |f:3.4.5|. Procedure details: A solution of 4-(2-chloro-5-fluoro-pyrimidin-4-ylamino)-piperidine-1-carboxylic acid tert-butyl ester (2.0 g, 6.05 mmol) in 4 M HCl in dioxane (100 mL) was stirred at rt for 1 h. The solvent was removed under reduced pressure and the crude product used in the consecutive step without further purification assuming quantitative deprotection and formation of the dihydrochloride salt. MS (ISP): 231.1 [M+H]+. The reactants are CO, O=[N+]([O-])c1cnc(Nc2ccc(S(=O)(=O)NCCN3CCCC3)cc2)nc1. Yields the product Nc1cnc(Nc2ccc(S(=O)(=O)NCCN3CCCC3)cc2)nc1. RXN SMILES: [CH3:28][OH:29].[N+:1]([O-:2])(=[O:3])[c:4]1[cH:5][n:6][c:7]([NH:10][c:11]2[cH:12][cH:13][c:14]([S:17](=[O:18])(=[O:19])[NH:20][CH2:21][CH2:22][N:23]3[CH2:24][CH2:25][CH2:26][CH2:27]3)[cH:15][cH:16]2)[n:8][cH:9]1>>[NH2:1][c:4]1[cH:5][n:6][c:7]([NH:10][c:11]2[cH:12][cH:13][c:14]([S:17](=[O:18])(=[O:19])[NH:20][CH2:21][CH2:22][N:23]3[CH2:24][CH2:25][CH2:26][CH2:27]3)[cH:15][cH:16]2)[n:8][cH:9]1. Starting materials: CC(NC(=O)c1cc(OCC(=O)N2CCCC2C(=O)NC2CCC2)n(-c2ccccc2)n1)C(=O)OC(C)(C)C, ClCCl, O=C(O)C(F)(F)F. The product is CC(NC(=O)c1cc(OCC(=O)N2CCCC2C(=O)NC2CCC2)n(-c2ccccc2)n1)C(=O)O. As a reaction SMILES: [C:1]([CH3:2])([CH3:3])([CH3:4])[O:5][C:6]([CH:7]([CH3:8])[NH:9][C:10](=[O:11])[c:12]1[n:13][n:14](-[c:33]2[cH:34][cH:35][cH:36][cH:37][cH:38]2)[c:15]([O:17][CH2:18][C:19](=[O:20])[N:21]2[CH:22]([C:26]([NH:27][CH:28]3[CH2:29][CH2:30][CH2:31]3)=[O:32])[CH2:23][CH2:24][CH2:25]2)[cH:16]1)=[O:39].[Cl:47][CH2:48][Cl:49].[F:40][C:41]([F:42])([F:43])[C:44]([OH:45])=[O:46]>>[O:5]=[C:6]([CH:7]([CH3:8])[NH:9][C:10](=[O:11])[c:12]1[n:13][n:14](-[c:33]2[cH:34][cH:35][cH:36][cH:37][cH:38]2)[c:15]([O:17][CH2:18][C:19](=[O:20])[N:21]2[CH:22]([C:26]([NH:27][CH:28]3[CH2:29][CH2:30][CH2:31]3)=[O:32])[CH2:23][CH2:24][CH2:25]2)[cH:16]1)[OH:39]. Reactants: CC(=O)OO, CCOC(C)=O, CC1(C)NC(=O)C(C)(C)N1. The product is CC1(C)NC(=O)C(C)(C)N1O. RXN SMILES: [C:1]([O:2][OH:4])(=[O:3])[CH3:5].[CH3:16][CH2:17][O:18][C:19](=[O:20])[CH3:21].[CH3:6][C:7]1([CH3:15])[NH:8][C:9]([CH3:13])([CH3:14])[C:10](=[O:12])[NH:11]1>>[OH:3][N:8]1[C:7]([CH3:6])([CH3:15])[NH:11][C:10](=[O:12])[C:9]1([CH3:13])[CH3:14].